Dataset: the Open Reaction Database (ORD), a public repository of structured organic reaction records. Task: describe an organic reaction: reactants, conditions, products, and yield Reactants: [OH-].[K+] (potassium hydroxide), II (iodine), ice, C(C)(C)(C)C(CC#C)(C(CC1=CC=C(C=C1)Cl)N1N=CN=C1)O (4-tert.-butyl-6-(4-chlorophenyl)-5-(1,2,4-triazol-1-yl)-hex-1-in-4-ol). Run at time 4 hour. The yield is 77.9%. As a reaction SMILES: [C:1]([C:5]([OH:23])([CH:9]([N:18]1[CH:22]=[N:21][CH:20]=[N:19]1)[CH2:10][C:11]1[CH:16]=[CH:15][C:14]([Cl:17])=[CH:13][CH:12]=1)[CH2:6][C:7]#[CH:8])([CH3:4])([CH3:3])[CH3:2].[I:24]I.[OH-].[K+]>CO>[C:1]([C:5]([OH:23])([CH:9]([N:18]1[CH:22]=[N:21][CH:20]=[N:19]1)[CH2:10][C:11]1[CH:12]=[CH:13][C:14]([Cl:17])=[CH:15][CH:16]=1)[CH2:6][C:7]#[C:8][I:24])([CH3:4])([CH3:2])[CH3:3] |f:2.3|. Product: C(C)(C)(C)C(CC#CI)(C(CC1=CC=C(C=C1)Cl)N1N=CN=C1)O (4-tert.-butyl-6-(4-chlorophenyl)-1-iodo-5-(1,2,4-triazol-1-yl)-hex-1-in-4-ol). The solvent is CO (methanol). Procedure details: 9.9 g (0.03 mol) of 4-tert.-butyl-6-(4-chlorophenyl)-5-(1,2,4-triazol-1-yl)-hex-1-in-4-ol are dissolved in 100 ml of methanol, and 9.2 g (0.036 mol) of iodine are introduced into the ice-cooled solution at the same time as 14.5 ml of 50% strength potassium hydroxide solution are being added dropwise. The mixture is stirred for a further 4 hours at room temperature, and the crystalline precipitate is filtered off under suction, washed with water and dried. 10.7 g (78% of theory) of 4-tert.-butyl-... Starting materials: BrC1=CN=CC=2C(CCCC12)NC(CC)=O ((rac)-N-(4-bromo-5,6,7,8-tetrahydroisoquinolin-8-yl)propionamide), FC(C1=CC=C(C=C1)B(O)O)(F)F (4-(trifluoromethyl)phenylboronic acid). Yields the product FC(C1=CC=C(C=C1)C1=CN=CC=2C(CCCC12)NC(CC)=O)(F)F ((rac)-N-(4-(4-(Trifluoromethyl)phenyl)-5,6,7,8-tetrahydroisoquinolin-8-yl)propionamide). The yield is 86.0%. As a reaction SMILES: Br[C:2]1[C:11]2[CH2:10][CH2:9][CH2:8][CH:7]([NH:12][C:13](=[O:16])[CH2:14][CH3:15])[C:6]=2[CH:5]=[N:4][CH:3]=1.[F:17][C:18]([F:29])([F:28])[C:19]1[CH:24]=[CH:23][C:22](B(O)O)=[CH:21][CH:20]=1>>[F:17][C:18]([F:29])([F:28])[C:19]1[CH:24]=[CH:23][C:22]([C:2]2[C:11]3[CH2:10][CH2:9][CH2:8][CH:7]([NH:12][C:13](=[O:16])[CH2:14][CH3:15])[C:6]=3[CH:5]=[N:4][CH:3]=2)=[CH:21][CH:20]=1. Procedure details: In analogy to the procedure described for the preparation of example 1, (rac)-N-(4-bromo-5,6,7,8-tetrahydroisoquinolin-8-yl)propionamide (intermediate A-1) was reacted with 4-(trifluoromethyl)phenylboronic acid to give the title compound as light grey foam in 86% yield. MS: 349.2 (M+H+). Starting materials: C(#C)C1(CCCC1)O (1-ethynylcyclopentanol), ClC1=CC=CC2=C1C(N(CC=1N2C=NC1I)C)=O (7-chloro-4,5-dihydro-3-iodo-5-methyl-6H-imidazo[1,5-a][1,4]benzodiazepin-6-one). The reagents and catalysts are Cl[Pd]([P](C1=CC=CC=C1)(C2=CC=CC=C2)C3=CC=CC=C3)([P](C4=CC=CC=C4)(C5=CC=CC=C5)C6=CC=CC=C6)Cl (bis-(triphenylphosphine)-palladium(II) dichloride), [Cu]I (copper(I) iodide). The solvent is C(C)NCC (diethylamine). Yields the product ClC1=CC=CC2=C1C(N(CC=1N2C=NC1C#CC1(CCCC1)O)C)=O (7-chloro-4,5-dihydro-3-[(1-hydroxycyclopentyl)ethynyl]-5-methyl-6H-imidazo[1,5-a][1,4]benzodiazepin-6-one). As a reaction SMILES: [Cl:1][C:2]1[C:7]2[C:8](=[O:18])[N:9]([CH3:17])[CH2:10][C:11]3[N:12]([CH:13]=[N:14][C:15]=3I)[C:6]=2[CH:5]=[CH:4][CH:3]=1.[C:19]([C:21]1([OH:26])[CH2:25][CH2:24][CH2:23][CH2:22]1)#[CH:20]>C(NCC)C.Cl[Pd](Cl)([P](C1C=CC=CC=1)(C1C=CC=CC=1)C1C=CC=CC=1)[P](C1C=CC=CC=1)(C1C=CC=CC=1)C1C=CC=CC=1.[Cu]I>[Cl:1][C:2]1[C:7]2[C:8](=[O:18])[N:9]([CH3:17])[CH2:10][C:11]3[N:12]([CH:13]=[N:14][C:15]=3[C:20]#[C:19][C:21]3([OH:26])[CH2:25][CH2:24][CH2:23][CH2:22]3)[C:6]=2[CH:5]=[CH:4][CH:3]=1 |^1:34,53|. Procedure details: 9.57 g (25.5 mmol) of 7-chloro-4,5-dihydro-3-iodo-5-methyl-6H-imidazo[1,5-a][1,4]benzodiazepin-6-one was heated to boiling under reflux for 3 hours with 3.52 g (32 mmol) of 1-ethynylcyclopentanol, 170 mg of bis-(triphenylphosphine)-palladium(II) dichloride and 30 mg of copper(I) iodide in 60 ml of diethylamine. The reaction mixture was evaporated and the residue was chromatographed on silica gel while eluting with ethyl acetate. After crystallization from ethyl acetate there was obtained 7-chlor...